This data is from the Open Reaction Database (ORD), a public repository of structured organic reaction records. The task is: describe an organic reaction: reactants, conditions, products, and yield The reactants are O (H2O), NC(C(=O)O)C(C)(C)C (2-Amino-3,3-dimethyl-butyric acid), O1CC(CC1)OC(OC1=CC=C(C=C1)[N+](=O)[O-])=O (Carbonic acid 4-nitro-phenyl ester tetrahydro-furan-3-yl ester), CCN(C(C)C)C(C)C (DIEA). The solvent is CC#N (CH3CN), CO (MeOH). Reaction conditions: time 16 hour. The product is CC(C(C(=O)O)NC(=O)OC1COCC1)(C)C (3,3-dimethyl-2-(tetrahydro-furan-3-yloxycarbonylamino)-butyric acid). Yield: 65.0%. As a reaction SMILES: [NH2:1][CH:2]([C:6]([CH3:9])([CH3:8])[CH3:7])[C:3]([OH:5])=[O:4].O.[O:11]1[CH2:15][CH2:14][CH:13]([O:16][C:17](=O)[O:18]C2C=CC([N+]([O-])=O)=CC=2)[CH2:12]1.CCN(C(C)C)C(C)C>CC#N.CO>[CH3:7][C:6]([CH3:9])([CH3:8])[CH:2]([NH:1][C:17]([O:16][CH:13]1[CH2:14][CH2:15][O:11][CH2:12]1)=[O:18])[C:3]([OH:5])=[O:4]. Reported procedure: 2-Amino-3,3-dimethyl-butyric acid (551 mg, 4.2 mmol) was dissolved in CH3CN (15 mL), H2O (3 mL) and MeOH (3 mL). Carbonic acid 4-nitro-phenyl ester tetrahydro-furan-3-yl ester (1.6 g, 6.3 mmol) and DIEA (1.46 mL, 8.4 mmol) were added. This reaction mixture was allowed to stir at room temperature for 16 h. After concentrated, diluted with EtOAc, washed with brine and H2O, dried over Na2SO4, the crude product was purified on silica (12 g, 25-75% EtOAc/hexanes) to give intermediate 3,3-dimethyl-2-(... Reactants: O=C([O-])O, COC(=O)NC(C(=O)N1CC(=O)CC1c1ncc(-c2ccc(Br)cc2)[nH]1)C(C)C, COC(=O)NC(C(=O)N1CCCC1c1nc(-c2ccc3cc(B4OC(C)(C)C(C)(C)O4)ccc3c2)c[nH]1)C(C)C, COCCOC, [Na+]. Yields the product COC(=O)NC(C(=O)N1CCCC1c1nc(-c2ccc3cc(-c4ccc(-c5cnc(C6CC(=O)CN6C(=O)C(NC(=O)OC)C(C)C)[nH]5)cc4)ccc3c2)c[nH]1)C(C)C. Reaction SMILES: [C:70](=[O:71])([OH:72])[O-:73].[CH3:1][O:2][C:3]([NH:4][CH:5]([CH:6]([CH3:7])[CH3:8])[C:9](=[O:10])[N:11]1[CH:12]([c:17]2[nH:18][c:19](-[c:22]3[cH:23][cH:24][c:25]([Br:28])[cH:26][cH:27]3)[cH:20][n:21]2)[CH2:13][C:14](=[O:16])[CH2:15]1)=[O:29].[CH3:30][O:31][C:32]([NH:33][CH:34]([CH:35]([CH3:36])[CH3:37])[C:38](=[O:39])[N:40]1[CH:41]([c:45]2[nH:46][cH:47][c:48](-[c:50]3[cH:51][c:52]4[cH:53][cH:54][c:55]([B:60]5[O:61][C:62]([CH3:63])([CH3:64])[C:65]([CH3:66])([CH3:67])[O:68]5)[cH:56][c:57]4[cH:58][cH:59]3)[n:49]2)[CH2:42][CH2:43][CH2:44]1)=[O:69].[CH3:75][O:76][CH2:77][CH2:78][O:79][CH3:80].[Na+:74]>>[CH3:1][O:2][C:3]([NH:4][CH:5]([CH:6]([CH3:7])[CH3:8])[C:9](=[O:10])[N:11]1[CH:12]([c:17]2[nH:18][c:19](-[c:22]3[cH:23][cH:24][c:25](-[c:55]4[cH:54][cH:53][c:52]5[cH:51][c:50](-[c:48]6[cH:47][nH:46][c:45]([CH:41]7[N:40]([C:38]([CH:34]([NH:33][C:32]([O:31][CH3:30])=[O:69])[CH:35]([CH3:36])[CH3:37])=[O:39])[CH2:44][CH2:43][CH2:42]7)[n:49]6)[cH:59][cH:58][c:57]5[cH:56]4)[cH:26][cH:27]3)[cH:20][n:21]2)[CH2:13][C:14](=[O:16])[CH2:15]1)=[O:29]. The reactants are C1CCOC1, COC(=O)Cc1cccc(CC(C)NCC(O[Si](C)(C)C(C)(C)C)c2ccc(OCc3ccccc3)c3[nH]c(=O)ccc23)c1, CO, Cl, [Li+], [OH-], O. Product: CC(Cc1cccc(CC(=O)O)c1)NCC(O[Si](C)(C)C(C)(C)C)c1ccc(OCc2ccccc2)c2[nH]c(=O)ccc12. RXN SMILES: [CH2:48]1[O:49][CH2:50][CH2:51][CH2:52]1.[CH3:1][O:2][C:3]([CH2:4][c:5]1[cH:6][c:7]([CH2:11][CH:12]([CH3:13])[NH:14][CH2:15][CH:16]([O:17][Si:18]([CH3:19])([CH3:20])[C:21]([CH3:22])([CH3:23])[CH3:24])[c:25]2[c:26]3[cH:27][cH:28][c:29](=[O:43])[nH:30][c:31]3[c:32]([O:35][CH2:36][c:37]3[cH:38][cH:39][cH:40][cH:41][cH:42]3)[cH:33][cH:34]2)[cH:8][cH:9][cH:10]1)=[O:44].[CH3:53][OH:54].[ClH:47].[Li+:45].[OH-:46].[OH2:55]>>[O:2]=[C:3]([CH2:4][c:5]1[cH:6][c:7]([CH2:11][CH:12]([CH3:13])[NH:14][CH2:15][CH:16]([O:17][Si:18]([CH3:19])([CH3:20])[C:21]([CH3:22])([CH3:23])[CH3:24])[c:25]2[c:26]3[cH:27][cH:28][c:29](=[O:43])[nH:30][c:31]3[c:32]([O:35][CH2:36][c:37]3[cH:38][cH:39][cH:40][cH:41][cH:42]3)[cH:33][cH:34]2)[cH:8][cH:9][cH:10]1)[OH:44]. Reactants: CCCO, N#Cc1ccc(OCCCCl)cc1, O, c1c[nH]cn1. The product is N#Cc1ccc(OCCCn2ccnc2)cc1. Reaction SMILES: [CH2:1]([OH:2])[CH2:3][CH3:4].[Cl:5][CH2:6][CH2:7][CH2:8][O:9][c:10]1[cH:11][cH:12][c:13]([C:14]#[N:15])[cH:16][cH:17]1.[OH2:23].[nH:18]1[cH:19][n:20][cH:21][cH:22]1>>[CH2:6]([CH2:7][CH2:8][O:9][c:10]1[cH:11][cH:12][c:13]([C:14]#[N:15])[cH:16][cH:17]1)[n:18]1[cH:19][n:20][cH:21][cH:22]1. The reactants are COc1cc(C)c(-c2cccc3c(NC(=O)OC(C)(C)C)c(OC)nn23)c(OC)c1, CN(C)C=O, CCOC(C)=O, [H-], [Na+], ClCC1CCCO1, O. Product: COc1cc(C)c(-c2cccc3c(N(CC4CCCO4)C(=O)OC(C)(C)C)c(OC)nn23)c(OC)c1. As a reaction SMILES: [CH3:1][O:2][c:3]1[c:4](-[c:12]2[cH:13][cH:14][cH:15][c:16]3[n:17]2[n:18][c:19]([O:29][CH3:30])[c:20]3[NH:21][C:22]([O:23][C:24]([CH3:25])([CH3:26])[CH3:27])=[O:28])[c:5]([CH3:11])[cH:6][c:7]([O:9][CH3:10])[cH:8]1.[CH3:41][N:42]([CH3:43])[CH:44]=[O:45].[CH3:46][CH2:47][O:48][C:49](=[O:50])[CH3:51].[H-:31].[Na+:32].[O:33]1[CH:34]([CH2:38][Cl:39])[CH2:35][CH2:36][CH2:37]1.[OH2:40]>>[CH3:1][O:2][c:3]1[c:4](-[c:12]2[cH:13][cH:14][cH:15][c:16]3[n:17]2[n:18][c:19]([O:29][CH3:30])[c:20]3[N:21]([C:22]([O:23][C:24]([CH3:25])([CH3:26])[CH3:27])=[O:28])[CH2:38][CH:34]2[O:33][CH2:37][CH2:36][CH2:35]2)[c:5]([CH3:11])[cH:6][c:7]([O:9][CH3:10])[cH:8]1. Reactants: N1C=NC(=C1)C=1C(=NOC1C)C1=CC=CC=C1 (4-(1H-imidazol-4-yl)-5-methyl-3-phenyl-isoxazole), C(=O)(OC(C)(C)C)NC1=CC=C(C=C1)B(O)O (4-(N-Boc-amino)phenylboronic acid). The product is C(C)(C)(C)OC(NC1=CC=C(C=C1)N1C=NC(=C1)C=1C(=NOC1C)C1=CC=CC=C1)=O ({4-[4-(5-Methyl-3-phenyl-isoxazol-4-yl)-imidazol-1-yl]-phenyl}-carbamic acid tert-butyl ester). The yield is 5.0%. RXN SMILES: [NH:1]1[CH:5]=[C:4]([C:6]2[C:7]([C:12]3[CH:17]=[CH:16][CH:15]=[CH:14][CH:13]=3)=[N:8][O:9][C:10]=2[CH3:11])[N:3]=[CH:2]1.[C:18]([NH:25][C:26]1[CH:31]=[CH:30][C:29](B(O)O)=[CH:28][CH:27]=1)([O:20][C:21]([CH3:24])([CH3:23])[CH3:22])=[O:19]>>[C:21]([O:20][C:18](=[O:19])[NH:25][C:26]1[CH:27]=[CH:28][C:29]([N:1]2[CH:5]=[C:4]([C:6]3[C:7]([C:12]4[CH:13]=[CH:14][CH:15]=[CH:16][CH:17]=4)=[N:8][O:9][C:10]=3[CH3:11])[N:3]=[CH:2]2)=[CH:30][CH:31]=1)([CH3:24])([CH3:22])[CH3:23]. Reported procedure: As described for Example 3, 4-(1H-imidazol-4-yl)-5-methyl-3-phenyl-isoxazole (112.6 mg, 0.5 mmol) was converted, using 4-(N-Boc-amino)phenylboronic acid instead of 4-fluorophenylboronic acid, to the title compound (10 mg, 5%) which was obtained as a white solid (ESI). MS: m/e=417.0 [M+H]+. Starting materials: ClC=1C(=NC=NC1Cl)N (5,6-dichloropyrimidin-4-amine), O[C@H]1CN(CCC1)C(=O)OC(C)(C)C ((R)-tert-butyl 3-hydroxypiperidine-1-carboxylate), O(C1=CC=CC=C1)C1=CC=C(C=C1)B(O)O ((4-phenoxyphenyl)boronic acid), C(C=C)(=O)Cl (acryloyl chloride). Yields the product NC1=C(C(=NC=N1)O[C@H]1CN(CCC1)C(C=C)=O)C1=CC=C(C=C1)OC1=CC=CC=C1 ((R)-1-(3-((6-amino-5-(4-phenoxyphenyl)pyrimidin-4-yl)oxy)piperidin-1-yl)prop-2-en-1-one). Reaction SMILES: Cl[C:2]1[C:3]([NH2:9])=[N:4][CH:5]=[N:6][C:7]=1Cl.[OH:10][C@@H:11]1[CH2:16][CH2:15][CH2:14][N:13]([C:17]([O:19]C(C)(C)C)=O)[CH2:12]1.[O:24]([C:31]1[CH:36]=[CH:35][C:34](B(O)O)=[CH:33][CH:32]=1)[C:25]1[CH:30]=[CH:29][CH:28]=[CH:27][CH:26]=1.[C:40](Cl)(=O)[CH:41]=C>>[NH2:9][C:3]1[N:4]=[CH:5][N:6]=[C:7]([O:10][C@@H:11]2[CH2:16][CH2:15][CH2:14][N:13]([C:17](=[O:19])[CH:40]=[CH2:41])[CH2:12]2)[C:2]=1[C:28]1[CH:29]=[CH:30][C:25]([O:24][C:31]2[CH:36]=[CH:35][CH:34]=[CH:33][CH:32]=2)=[CH:26][CH:27]=1. Procedure details: (R)-1-(3-((6-amino-5-(4-phenoxyphenyl)pyrimidin-4-yl)oxy)piperidin-1-yl)prop-2-en-1-one was prepared from 5,6-dichloropyrimidin-4-amine, (R)-tert-butyl 3-hydroxypiperidine-1-carboxylate, (4-phenoxyphenyl)boronic acid, and acryloyl chloride using methods A, C, D, and F. HPLC purity: 100%. MS: m/z=417 [M+H]+.